This data is from the Open Reaction Database (ORD), a public repository of structured organic reaction records. The task is: describe an organic reaction: reactants, conditions, products, and yield Starting materials: CC(C)(C)OC(=O)N1CCC(C(=O)O)CC1, O=C(CNC1CCCN(C(=O)OCc2ccccc2)C1)c1ccc(F)c(C(F)(F)F)c1, ClCCl, Cl, O=S(Cl)Cl, c1ccncc1. Yields the product CC(C)(C)OC(=O)N1CCC(C(=O)N(CC(=O)c2ccc(F)c(C(F)(F)F)c2)C2CCCN(C(=O)OCc3ccccc3)C2)CC1. RXN SMILES: [C:5]([CH3:6])([CH3:7])([CH3:8])[O:9][C:10](=[O:11])[N:12]1[CH2:13][CH2:14][CH:15]([C:18](=[O:19])[OH:20])[CH2:16][CH2:17]1.[CH2:28]([c:29]1[cH:30][cH:31][cH:32][cH:33][cH:34]1)[O:35][C:36](=[O:37])[N:38]1[CH2:39][CH:40]([NH:44][CH2:45][C:46](=[O:47])[c:48]2[cH:49][c:50]([C:55]([F:56])([F:57])[F:58])[c:51]([F:54])[cH:52][cH:53]2)[CH2:41][CH2:42][CH2:43]1.[Cl:59][CH2:60][Cl:61].[ClH:27].[S:1]([Cl:2])([Cl:3])=[O:4].[cH:21]1[cH:22][cH:23][n:24][cH:25][cH:26]1>>[C:5]([CH3:6])([CH3:7])([CH3:8])[O:9][C:10](=[O:11])[N:12]1[CH2:13][CH2:14][CH:15]([C:18](=[O:20])[N:44]([CH:40]2[CH2:39][N:38]([C:36]([O:35][CH2:28][c:29]3[cH:30][cH:31][cH:32][cH:33][cH:34]3)=[O:37])[CH2:43][CH2:42][CH2:41]2)[CH2:45][C:46](=[O:47])[c:48]2[cH:49][c:50]([C:55]([F:56])([F:57])[F:58])[c:51]([F:54])[cH:52][cH:53]2)[CH2:16][CH2:17]1. Starting materials: C(CCC)C1=NC2=C(N1CC1=CC=C(C=C1)C=1C(=CC=CC1)C(=O)OC(C)(C)C)C=C(C=C2)N(CCC2=CC=CC=C2)C(=O)NCCCCCC (tert.butyl 4'-[(2-n-butyl-6-(N-(n-hexylaminocarbonyl)-N-(2-phenylethyl)-amino)-benzimidazol-1-yl)-methyl]-biphenyl-2-carboxylate), FC(C(=O)O)(F)F (trifluoroacetic acid). Product: C(CCC)C1=NC2=C(N1CC1=CC=C(C=C1)C=1C(=CC=CC1)C(=O)O)C=C(C=C2)N(CCC2=CC=CC=C2)C(=O)NCCCCCC (4'-[(2-n-Butyl-6-(N-(n-hexylaminocarbonyl)-N-(2-phenylethyl)-amino)-benzimidazol-1-yl)-methyl]biphenyl-2-carboxylic acid). As a reaction SMILES: [CH2:1]([C:5]1[N:9]([CH2:10][C:11]2[CH:16]=[CH:15][C:14]([C:17]3[C:18]([C:23]([O:25]C(C)(C)C)=[O:24])=[CH:19][CH:20]=[CH:21][CH:22]=3)=[CH:13][CH:12]=2)[C:8]2[CH:30]=[C:31]([N:34]([C:43]([NH:45][CH2:46][CH2:47][CH2:48][CH2:49][CH2:50][CH3:51])=[O:44])[CH2:35][CH2:36][C:37]3[CH:42]=[CH:41][CH:40]=[CH:39][CH:38]=3)[CH:32]=[CH:33][C:7]=2[N:6]=1)[CH2:2][CH2:3][CH3:4].FC(F)(F)C(O)=O>>[CH2:1]([C:5]1[N:9]([CH2:10][C:11]2[CH:12]=[CH:13][C:14]([C:17]3[C:18]([C:23]([OH:25])=[O:24])=[CH:19][CH:20]=[CH:21][CH:22]=3)=[CH:15][CH:16]=2)[C:8]2[CH:30]=[C:31]([N:34]([C:43]([NH:45][CH2:46][CH2:47][CH2:48][CH2:49][CH2:50][CH3:51])=[O:44])[CH2:35][CH2:36][C:37]3[CH:38]=[CH:39][CH:40]=[CH:41][CH:42]=3)[CH:32]=[CH:33][C:7]=2[N:6]=1)[CH2:2][CH2:3][CH3:4]. Reported procedure: Prepared in analogous manner to Example 9 from tert.butyl 4'-[(2-n-butyl-6-(N-(n-hexylaminocarbonyl)-N-(2-phenylethyl)-amino)-benzimidazol-1-yl)-methyl]-biphenyl-2-carboxylate and trifluoroacetic acid. Product: C1(=CC=CC=C1)C(C1=C(C=C(C(=C1)OC)C(O)C1=CC=CC=C1)OCCC(CCCC(C)C)C)O (2,5-Bis(phenylhydroxymethyl)-1-(3,7-dimethyloctyloxy)-4-methoxybenzene). RXN SMILES: [Mg].II.Br[C:5]1[CH:10]=[CH:9][CH:8]=[CH:7][CH:6]=1.[CH3:11][CH:12]([CH2:28][CH2:29][CH2:30][CH:31]([CH3:33])[CH3:32])[CH2:13][CH2:14][O:15][C:16]1[CH:23]=[C:22]([CH:24]=[O:25])[C:21]([O:26][CH3:27])=[CH:20][C:17]=1[CH:18]=[O:19].C(=O)[C:35]1[CH:42]=[CH:41][C:38](C=O)=[CH:37][CH:36]=1.OS(O)(=O)=O>C1COCC1.C1(C)C=CC=CC=1>[C:5]1([CH:18]([OH:19])[C:17]2[CH:20]=[C:21]([O:26][CH3:27])[C:22]([CH:24]([C:35]3[CH:42]=[CH:41][CH:38]=[CH:37][CH:36]=3)[OH:25])=[CH:23][C:16]=2[O:15][CH2:14][CH2:13][CH:12]([CH3:11])[CH2:28][CH2:29][CH2:30][CH:31]([CH3:33])[CH3:32])[CH:10]=[CH:9][CH:8]=[CH:7][CH:6]=1. Reported procedure: A 6 l four-neck flask with precision glass stirrer, reflux condenser and 2 dropping funnels was initially charged with 26.7 g (1.1 mol) of magnesium turnings. The apparatus was baked out under argon. At room temperature, 10 ml of absolute THF and a few crystals of iodine were added and the mixture was stirred briefly. Subsequently, a few ml of bromobenzene were added dropwise to the unstirred solution, and at the point of dropwise addition was heated briefly with a hot air blower. After the star... Reactants: [Mg] (magnesium), CC(CCOC1=C(C=O)C=C(C(=C1)C=O)OC)CCCC(C)C (2-(3,7-dimethyloctyloxy)-5-methoxyterephthalaldehyde), BrC1=CC=CC=C1 (bromobenzene), ice water, OS(=O)(=O)O (H2SO4), II (iodine), BrC1=CC=CC=C1 (bromobenzene), C(C1=CC=C(C=O)C=C1)=O (terephthalaldehyde). Run in C1CCOC1 (THF), C1CCOC1 (THF), C1(=CC=CC=C1)C (toluene), C1CCOC1 (THF). Reaction conditions: temperature 70 celsius. Reactants: ClC1=NC2=CC(=CC(=C2C(=C1C)Cl)F)F (2,4-dichloro-5,7-difluoro-3-methylquinoline), C([O-])([O-])=O.[K+].[K+] (potassium carbonate), CC1=C(C=NC=C1)B(O)O (4-methylpyridine-3-boronic acid), palladium tetrakistriphenylphosphine. The solvent is C1(=CC=CC=C1)C (toluene). Yields the product ClC1=C(C(=NC2=CC(=CC(=C12)F)F)C=1C=NC=CC1C)C (4-chloro-5,7-difluoro-3-methyl-2-(4-methylpyridin-3-yl)quinoline). As a reaction SMILES: Cl[C:2]1[C:11]([CH3:12])=[C:10]([Cl:13])[C:9]2[C:4](=[CH:5][C:6]([F:15])=[CH:7][C:8]=2[F:14])[N:3]=1.[CH3:16][C:17]1[CH:22]=[CH:21][N:20]=[CH:19][C:18]=1B(O)O.C(=O)([O-])[O-].[K+].[K+]>C1(C)C=CC=CC=1>[Cl:13][C:10]1[C:9]2[C:4](=[CH:5][C:6]([F:15])=[CH:7][C:8]=2[F:14])[N:3]=[C:2]([C:18]2[CH:19]=[N:20][CH:21]=[CH:22][C:17]=2[CH3:16])[C:11]=1[CH3:12] |f:2.3.4|. Procedure details: The Suzuki coupled product was prepared according to Procedure F using 2,4-dichloro-5,7-difluoro-3-methylquinoline (0.50 g, 2.02 mmol), 4-methylpyridine-3-boronic acid (0.28 g, 2.02 mmol), palladium tetrakistriphenylphosphine (0.23 g, 0.20 mmol), potassium carbonate (0.56 g, 4.03 mmol) in toluene (4 mL) at 100° C. for 45 h to give 4-chloro-5,7-difluoro-3-methyl-2-(4-methylpyridin-3-yl)quinoline as a brown solid. Mass Spectrum (ESI) m/e=305.0 (M+1). Starting materials: ClC(=O)OCC1=CC=CC=C1 (benzyl chloroformate), ON=C(C#N)C1=CC=CC=C1 (2-hydroxyimino-2-phenylacetonitrile), [OH-].[K+] (potassium hydroxide), O1CCOCC1 (dioxane). Solvent: CCOCC (ether). Run at time 4 hour. Yields the product C(C1=CC=CC=C1)OC(=O)ON=C(C#N)C1=CC=CC=C1 (2-benzyloxycarbonyloxyimino-2-phenylacetonitrile). Yield: 62.1%. Reaction SMILES: Cl[C:2]([O:4][CH2:5][C:6]1[CH:11]=[CH:10][CH:9]=[CH:8][CH:7]=1)=[O:3].[OH:12][N:13]=[C:14]([C:17]1[CH:22]=[CH:21][CH:20]=[CH:19][CH:18]=1)[C:15]#[N:16].[OH-].[K+].O1CCOCC1>CCOCC>[CH2:5]([O:4][C:2]([O:12][N:13]=[C:14]([C:17]1[CH:22]=[CH:21][CH:20]=[CH:19][CH:18]=1)[C:15]#[N:16])=[O:3])[C:6]1[CH:11]=[CH:10][CH:9]=[CH:8][CH:7]=1 |f:2.3|. Procedure details: A solution of benzyl chloroformate (5.1 g.) in ether (40 ml.) was added to a solution of 2-hydroxyimino-2-phenylacetonitrile (4.4 g.) in a mixture of a 1N potassium hydroxide aqueous solution (30 ml.) and dioxane (10 ml.) under ice-cooling, and the mixture was stirred for 1 hour at the same temperature and for 4 hours at room temperature. The ether layer was separated from the reaction mixture and the aqueous layer was further extracted with ether. Both ether layers were combined, washed with wa... Starting materials: CC(C)=O, CO, CSc1nc(-c2ccnc(NC(C)c3ccccc3)c2)cc(N2CC3CC2CN3)n1, ClC(Cl)Cl, ClCCl. The product is CSc1nc(-c2ccnc(NC(C)c3ccccc3)c2)cc(N2CC3CC2CN3C(C)C)n1. RXN SMILES: [CH3:31][C:32]([CH3:33])=[O:34].[CH3:35][OH:36].[CH:1]12[N:2]([c:8]3[cH:9][c:10](-[c:16]4[cH:17][c:18]([NH:22][CH:23]([CH3:24])[c:25]5[cH:26][cH:27][cH:28][cH:29][cH:30]5)[n:19][cH:20][cH:21]4)[n:11][c:12]([S:14][CH3:15])[n:13]3)[CH2:3][CH:4]([NH:5][CH2:6]1)[CH2:7]2.[CH:37]([Cl:38])([Cl:39])[Cl:40].[Cl:41][CH2:42][Cl:43]>>[CH:1]12[N:2]([c:8]3[cH:9][c:10](-[c:16]4[cH:17][c:18]([NH:22][CH:23]([CH3:24])[c:25]5[cH:26][cH:27][cH:28][cH:29][cH:30]5)[n:19][cH:20][cH:21]4)[n:11][c:12]([S:14][CH3:15])[n:13]3)[CH2:3][CH:4]([N:5]([CH:32]([CH3:31])[CH3:33])[CH2:6]1)[CH2:7]2. Starting materials: C(C)(C)(C)OC(=O)NCC1=NC=C(C2=CC(=CC(=C12)OC)OC)C(=O)O (1-(tert-butoxycarbonylamino-methyl)-6,8-dimethoxy-isoquinoline-4-carboxylic acid), CNCC=1C=NC=CC1 (methyl-pyridin-3-ylmethyl-amine). Yields the product C(C)(C)(C)OC(NCC1=NC=C(C2=CC(=CC(=C12)OC)OC)C(N(CC=1C=NC=CC1)C)=O)=O ([6,8-dimethoxy-4-(methyl-pyridin-3-ylmethyl-carbamoyl)-isoquinolin-1-ylmethyl]-carbamic acid tert-butyl ester). As a reaction SMILES: [C:1]([O:5][C:6]([NH:8][CH2:9][C:10]1[C:19]2[C:14](=[CH:15][C:16]([O:22][CH3:23])=[CH:17][C:18]=2[O:20][CH3:21])[C:13]([C:24](O)=[O:25])=[CH:12][N:11]=1)=[O:7])([CH3:4])([CH3:3])[CH3:2].[CH3:27][NH:28][CH2:29][C:30]1[CH:31]=[N:32][CH:33]=[CH:34][CH:35]=1>>[C:1]([O:5][C:6](=[O:7])[NH:8][CH2:9][C:10]1[C:19]2[C:14](=[CH:15][C:16]([O:22][CH3:23])=[CH:17][C:18]=2[O:20][CH3:21])[C:13]([C:24](=[O:25])[N:28]([CH3:27])[CH2:29][C:30]2[CH:31]=[N:32][CH:33]=[CH:34][CH:35]=2)=[CH:12][N:11]=1)([CH3:3])([CH3:4])[CH3:2]. Procedure: As described in example 1E, 100 mg of 1-(tert-butoxycarbonylamino-methyl)-6,8-dimethoxy-isoquinoline-4-carboxylic acid was coupled with methyl-pyridin-3-ylmethyl-amine to give 98 mg of [6,8-dimethoxy-4-(methyl-pyridin-3-ylmethyl-carbamoyl)-isoquinolin-1-ylmethyl]-carbamic acid tert-butyl ester. MS: APCI (M+H) calc'd for C20H22N4O3+H 367.2; found 367.2. The product is CCCN(CCC)c1nc2c(c(-c3c(C)cc(C)cc3C)cn2C(C)=O)c(=O)n1C. The reactants are CC(=O)Cl, CCCN(CCC)c1nc2[nH]cc(-c3c(C)cc(C)cc3C)c2c(=O)n1C, CC#N, [H-], [Na+], O. RXN SMILES: [C:30]([CH3:31])(=[O:32])[Cl:33].[CH2:1]([CH2:2][CH3:3])[N:4]([c:5]1[n:6]([CH3:24])[c:7](=[O:23])[c:8]2[c:9]([n:10]1)[nH:11][cH:12][c:13]2-[c:14]1[c:15]([CH3:22])[cH:16][c:17]([CH3:21])[cH:18][c:19]1[CH3:20])[CH2:25][CH2:26][CH3:27].[CH3:34][C:35]#[N:36].[H-:28].[Na+:29].[OH2:37]>>[CH2:1]([CH2:2][CH3:3])[N:4]([c:5]1[n:6]([CH3:24])[c:7](=[O:23])[c:8]2[c:9]([n:10]1)[n:11]([C:30]([CH3:31])=[O:32])[cH:12][c:13]2-[c:14]1[c:15]([CH3:22])[cH:16][c:17]([CH3:21])[cH:18][c:19]1[CH3:20])[CH2:25][CH2:26][CH3:27].